The task is: describe an organic reaction: reactants, conditions, products, and yield. This data is from the Open Reaction Database (ORD), a public repository of structured organic reaction records. The reactants are CCOCC, CO, O=C(O)c1c(Cl)ccnc1Cl, [K+], NC(=O)NCN=O, [OH-]. Product: COC(=O)c1c(Cl)ccnc1Cl. RXN SMILES: [CH3:21][CH2:22][O:23][CH2:24][CH3:25].[CH3:26][OH:27].[Cl:10][c:11]1[c:12]([C:13](=[O:14])[OH:15])[c:16]([Cl:20])[cH:17][cH:18][n:19]1.[K+:9].[N:1]([CH2:3][NH:2][C:4]([NH2:5])=[O:6])=[O:7].[OH-:8]>>[CH3:3][O:15][C:13]([c:12]1[c:11]([Cl:10])[n:19][cH:18][cH:17][c:16]1[Cl:20])=[O:14]. The reactants are BrB(Br)Br, CCOC(C)=O, COc1cc(CN2C(=O)c3ccccc3C2=O)ccc1Cl, ClCCl, O. Product: O=C1c2ccccc2C(=O)N1Cc1ccc(Cl)c(O)c1. As a reaction SMILES: [B:22]([Br:23])([Br:24])[Br:25].[CH3:27][CH2:28][O:29][C:30]([CH3:31])=[O:32].[Cl:1][c:2]1[c:3]([O:20][CH3:21])[cH:4][c:5]([CH2:8][N:9]2[C:10](=[O:19])[c:11]3[cH:12][cH:13][cH:14][cH:15][c:16]3[C:17]2=[O:18])[cH:6][cH:7]1.[Cl:33][CH2:34][Cl:35].[OH2:26]>>[Cl:1][c:2]1[c:3]([OH:20])[cH:4][c:5]([CH2:8][N:9]2[C:10](=[O:19])[c:11]3[cH:12][cH:13][cH:14][cH:15][c:16]3[C:17]2=[O:18])[cH:6][cH:7]1. Reactants: C1(CC1)C=1CC(C(NN1)=O)C1CCN(CC1)C(=O)OCC1=CC=CC=C1 (benzyl 4-(6-cyclopropyl-3-oxo-2,3,4,5-tetrahydropyridazine-4-yl)piperidine-1-carboxylate). The reagents and catalysts are [Cu](Cl)Cl (Copper(II) chloride). The solvent is C(C)#N (acetonitrile). Run at temperature 90 celsius, time 18 hour. Product: C1(CC1)C=1C=C(C(NN1)=O)C1CCN(CC1)C(=O)OCC1=CC=CC=C1 (Benzyl 4-(6-cyclopropyl-3-oxo-2,3-dihydropyridazin-4-yl)piperidine-1-carboxylate). The yield is 40.2%. Reaction SMILES: [CH:1]1([C:4]2[CH2:5][CH:6]([CH:11]3[CH2:16][CH2:15][N:14]([C:17]([O:19][CH2:20][C:21]4[CH:26]=[CH:25][CH:24]=[CH:23][CH:22]=4)=[O:18])[CH2:13][CH2:12]3)[C:7](=[O:10])[NH:8][N:9]=2)[CH2:3][CH2:2]1>C(#N)C.[Cu](Cl)Cl>[CH:1]1([C:4]2[CH:5]=[C:6]([CH:11]3[CH2:16][CH2:15][N:14]([C:17]([O:19][CH2:20][C:21]4[CH:26]=[CH:25][CH:24]=[CH:23][CH:22]=4)=[O:18])[CH2:13][CH2:12]3)[C:7](=[O:10])[NH:8][N:9]=2)[CH2:3][CH2:2]1. Procedure: Copper(II) chloride (anhydrous; 101 mg, 0.75 mmol) was added to a solution of benzyl 4-(6-cyclopropyl-3-oxo-2,3,4,5-tetrahydropyridazine-4-yl)piperidine-1-carboxylate (134 mg, 0.38 mmol) in acetonitrile (16 mL). The reaction mixture was heated to 90° C. After 18 h, the mixture was cooled to ambient temperature and concentrated. Dichloromethane was added to the concentrated mixture, followed by hydrochloric acid (1 N in water). The mixture was extracted with dichloromethane (3×) and the combined ... Starting materials: O (water), [OH-].[K+] (potassium hydroxide), ClC=1C=C(C=C2C=NNC12)C#N (7-chloro-1H-indazole-5-carbonitrile). Solvent: C(C)O (ethanol). Yields the product ClC=1C=C(C=C2C=NNC12)C(=O)O (7-chloro-1H-indazole-5-carboxylic acid). Isolated yield 60.0%. Reaction SMILES: [Cl:1][C:2]1[CH:3]=[C:4]([C:11]#N)[CH:5]=[C:6]2[C:10]=1[NH:9][N:8]=[CH:7]2.[OH2:13].[OH-:14].[K+]>C(O)C>[Cl:1][C:2]1[CH:3]=[C:4]([C:11]([OH:14])=[O:13])[CH:5]=[C:6]2[C:10]=1[NH:9][N:8]=[CH:7]2 |f:2.3|. Procedure: To a mixture of 7-chloro-1H-indazole-5-carbonitrile (1.36 g, 7.66 mmol) in ethanol (52.5 mL) was added water (17.5 mL) and potassium hydroxide (6.44 g, 115 mmol). The reaction mixture was heated at reflux for 16 hours. The reaction mixture was cooled to room temperature, extracted twice with ethyl ether, acidified the aqueous with 1N hydrochloric acid and the resultant precipitate was filtered to afford 7-chloro-1H-indazole-5-carboxylic acid as a brown solid (900 mg, 60%): −ESI MS (M−H) 195.2. Yields the product ClCCCCSC1=C(CO)C=CC=C1 (2-[(4-Chlorobutyl)thio]benzyl alcohol). Conditions: time 8 hour. Procedure details: To a 5 liter 4-neck round-bottom flask fitted with mechanical stirrer, thermowell, and addition funnel, under a nitrogen atmosphere, was added 150.0 g of o-mercaptobenzyl alcohol, 2400 ml of isopropanol and 295.72 g of anhydrous potassium carbonate. The reaction mixture was cooled in an ice bath, as 246.6 ml of 1-bromo-4-chlorobutane was added dropwise. After addition was complete, the mixture was allowed to warm to room temperature, and stirred at room temperature overnight. The mixture was fil... RXN SMILES: [SH:1][C:2]1[CH:9]=[CH:8][CH:7]=[CH:6][C:3]=1[CH2:4][OH:5].C(=O)([O-])[O-].[K+].[K+].Br[CH2:17][CH2:18][CH2:19][CH2:20][Cl:21]>C(O)(C)C>[Cl:21][CH2:20][CH2:19][CH2:18][CH2:17][S:1][C:2]1[CH:9]=[CH:8][CH:7]=[CH:6][C:3]=1[CH2:4][OH:5] |f:1.2.3|. Solvent: C(C)(C)O (isopropanol). Reactants: SC1=C(CO)C=CC=C1 (o-mercaptobenzyl alcohol), C([O-])([O-])=O.[K+].[K+] (potassium carbonate), BrCCCCCl (1-bromo-4-chlorobutane). Reactants: BrCCCCCCCCO (8-bromo-1-octanol), BrCCCCCCCCOC1OCCCC1 (2-(8-bromo-octyloxy)-tetrahydro-pyran), O(C1=CC=CC=C1)CCCO (3-phenoxypropanol). Yields the product C1(=CC=CC=C1)CCCOCCCCCCCCOC1OCCCC1 (2-(8-(3-phenyl-propoxy)-octyloxy)-tetrahydro-pyran). Reaction SMILES: Br[CH2:2][CH2:3][CH2:4][CH2:5][CH2:6][CH2:7][CH2:8][CH2:9][OH:10].Br[CH2:12][CH2:13][CH2:14][CH2:15][CH2:16][CH2:17][CH2:18][CH2:19][O:20][CH:21]1[CH2:26][CH2:25][CH2:24][CH2:23][O:22]1.O(CCCO)[C:28]1C=CC=CC=1>>[C:6]1([CH2:7][CH2:8][CH2:9][O:10][CH2:12][CH2:13][CH2:14][CH2:15][CH2:16][CH2:17][CH2:18][CH2:19][O:20][CH:21]2[CH2:26][CH2:25][CH2:24][CH2:23][O:22]2)[CH:5]=[CH:4][CH:3]=[CH:2][CH:28]=1. Reported procedure: The title compound, m/e=405.7 ([M−H]−), was produced in analogy with example 54, steps 1 to 6. Thus, 8-bromo-1-octanol was protected in step 1, leading to 2-(8-bromo-octyloxy)-tetrahydro-pyran, which was reacted in step 2 with 3-phenoxypropanol, affording 2-(8-(3-phenyl-propoxy)-octyloxy)-tetrahydro-pyran, which after deprotection in step 3 gave 8-(3-phenyl-propoxy)-octan-1-ol. This was oxidized in step 4 to 8-(3-phenyl-propoxy)-octanoic acid, which was coupled in step 5 with (R)-3-amino-4-dimet... The reactants are COC(=O)CCCOc1ccc(C(C)=O)cc1OC, O=[N+]([O-])O. Yields the product COC(=O)CCCOc1cc([N+](=O)[O-])c(C(C)=O)cc1OC. RXN SMILES: [C:1]([CH3:2])(=[O:3])[c:4]1[cH:5][c:6]([O:18][CH3:19])[c:7]([O:8][CH2:9][CH2:10][CH2:11][C:12](=[O:13])[O:14][CH3:15])[cH:16][cH:17]1.[OH:20][N+:21]([O-:22])=[O:23]>>[C:1]([CH3:2])(=[O:3])[c:4]1[cH:5][c:6]([O:18][CH3:19])[c:7]([O:8][CH2:9][CH2:10][CH2:11][C:12](=[O:13])[O:14][CH3:15])[cH:16][c:17]1[N+:21](=[O:20])[O-:22].